From a dataset of the Open Reaction Database (ORD), a public repository of structured organic reaction records. describe an organic reaction: reactants, conditions, products, and yield Starting materials: C1(C=2C(C(N1)=O)=CC=CC2)=O.[K] (potassium phthalimide), CC=1C=C(CC(C(=O)OCC)C(=O)OCC)C(=CC1)[N+](=O)[O-] (diethyl 3-methyl-6-nitrobenzylmalonate), BrN1C(CCC1=O)=O (N-bromosuccinimide), N(=NC(C#N)(C)C)C(C#N)(C)C (azobisisobutyronitrile), C([O-])(O)=O.[Na+] (sodium bicarbonate). Reagents/catalysts: N(=NC(C#N)(C)C)C(C#N)(C)C (azobisisobutyronitrile). Run in C(Cl)(Cl)(Cl)Cl (carbon tetrachloride). Run at time 3 hour. Yields the product C1(C=2C(C(N1CC=1C=C(CC(C(=O)OCC)C(=O)OCC)C(=CC1)[N+](=O)[O-])=O)=CC=CC2)=O (Diethyl 3-phthalimidomethyl-6-nitrobenzylmalonate). Yield: 56.3%. RXN SMILES: [CH3:1][C:2]1[CH:3]=[C:4]([C:17]([N+:20]([O-:22])=[O:21])=[CH:18][CH:19]=1)[CH2:5][CH:6]([C:12]([O:14][CH2:15][CH3:16])=[O:13])[C:7]([O:9][CH2:10][CH3:11])=[O:8].BrN1C(=O)CCC1=O.N(C(C)(C)C#N)=NC(C)(C)C#N.[C:43]1(=[O:53])[NH:47][C:46](=[O:48])[C:45]2=[CH:49][CH:50]=[CH:51][CH:52]=[C:44]12.[K].C(=O)(O)[O-].[Na+]>C(Cl)(Cl)(Cl)Cl.N(C(C)(C)C#N)=NC(C)(C)C#N>[C:43]1(=[O:53])[N:47]([CH2:1][C:2]2[CH:3]=[C:4]([C:17]([N+:20]([O-:22])=[O:21])=[CH:18][CH:19]=2)[CH2:5][CH:6]([C:12]([O:14][CH2:15][CH3:16])=[O:13])[C:7]([O:9][CH2:10][CH3:11])=[O:8])[C:46](=[O:48])[C:45]2=[CH:49][CH:50]=[CH:51][CH:52]=[C:44]12 |f:3.4,5.6,^1:53|. Procedure: A mixture of diethyl 3-methyl-6-nitrobenzylmalonate (25.0 g, 80.8 mmol), N-bromosuccinimide (18.5 g, 103.9 mmol), and azobisisobutyronitrile (AlBN, 1.1 g) in carbon tetrachloride (400 mL) was refluxed for 11 h, while 3×100 mg of AlBN were added every 3 h during the reaction. The insoluble material formed was removed by filtration and the filtrate was concentrated. The residue was dissolved in DMF (100 mL) and potassium phthalimide (13.5 g, 72.9 mmol) was added. The mixture was stirred for 3 h at...